Dataset: the Open Reaction Database (ORD), a public repository of structured organic reaction records. Task: describe an organic reaction: reactants, conditions, products, and yield The reactants are C(O)CN (ethanolamine), [N+](=O)([O-])C1=C(C(=O)Cl)C(=CC(=C1)[N+](=O)[O-])[N+](=O)[O-] (2,4,6-trinitrobenzoyl chloride). Product: OCCNC(C1=C(C=C(C=C1[N+](=O)[O-])[N+](=O)[O-])[N+](=O)[O-])=O (N-(2-hydroxyethyl)-2,4,6-trinitrobenzamide). Reaction SMILES: [CH2:1]([CH2:3][NH2:4])[OH:2].[N+:5]([C:8]1[CH:16]=[C:15]([N+:17]([O-:19])=[O:18])[CH:14]=[C:13]([N+:20]([O-:22])=[O:21])[C:9]=1[C:10](Cl)=[O:11])([O-:7])=[O:6]>>[OH:2][CH2:1][CH2:3][NH:4][C:10](=[O:11])[C:9]1[C:8]([N+:5]([O-:7])=[O:6])=[CH:16][C:15]([N+:17]([O-:19])=[O:18])=[CH:14][C:13]=1[N+:20]([O-:22])=[O:21]. Procedure details: In the method of preparation, one mole of ethanolamine is reacted with each mole of 2,4,6-trinitrobenzoyl chloride to produce N-(2-hydroxyethyl)-2,4,6-trinitrobenzamide which is then nitrated to form the desired N-(2-hydroxyethyl nitrate)-2,4,6-trinitrobenzamide.